describe an organic reaction: reactants, conditions, products, and yield From a dataset of the Open Reaction Database (ORD), a public repository of structured organic reaction records. Starting materials: O=C([O-])[O-], COc1cc2c(Cl)ncnc2cc1OCCCN1CCOCC1, Oc1cc2cc[nH]c2cc1F, [K+], [K+], CN(C)C=O, O. The product is COc1cc2c(Oc3cc4cc[nH]c4cc3F)ncnc2cc1OCCCN1CCOCC1. Reaction SMILES: [C:35](=[O:36])([O-:37])[O-:38].[Cl:1][c:2]1[n:3][cH:4][n:5][c:6]2[cH:7][c:8]([O:14][CH2:15][CH2:16][CH2:17][N:18]3[CH2:19][CH2:20][O:21][CH2:22][CH2:23]3)[c:9]([O:12][CH3:13])[cH:10][c:11]12.[F:24][c:25]1[c:26]([OH:34])[cH:27][c:28]2[cH:29][cH:30][nH:31][c:32]2[cH:33]1.[K+:39].[K+:40].[O:42]=[CH:43][N:44]([CH3:45])[CH3:46].[OH2:41]>>[c:2]1([O:34][c:26]2[c:25]([F:24])[cH:33][c:32]3[c:28]([cH:27]2)[cH:29][cH:30][nH:31]3)[n:3][cH:4][n:5][c:6]2[cH:7][c:8]([O:14][CH2:15][CH2:16][CH2:17][N:18]3[CH2:19][CH2:20][O:21][CH2:22][CH2:23]3)[c:9]([O:12][CH3:13])[cH:10][c:11]12. Starting materials: CC(C)=CCCC(C)=CC=O (citral), ( b ), ClC=1C=C(CN2C=NC=C2)C=CC1 (N-(3-chlorobenzyl)-imidazole), O (water). Solvent: C1CCOC1 (THF), C1CCOC1 (THF). Run at temperature -70 celsius, time 30 minute. The product is ClC=1C=C(C=CC1)C(C(C=CCCC=CC)O)N1C=NC=C1 (1-(3-chlorophenyl)-1-(1-imidazolyl)-nona-3,7-dien-2-ol). Yield: 64.7%. RXN SMILES: [Cl:1][C:2]1[CH:3]=[C:4]([CH:11]=[CH:12][CH:13]=1)[CH2:5][N:6]1[CH:10]=[CH:9][N:8]=[CH:7]1.[CH3:14][C:15](=[CH:17][CH2:18][CH2:19][C:20](=[CH:22][CH:23]=[O:24])C)C.O>C1COCC1>[Cl:1][C:2]1[CH:3]=[C:4]([CH:5]([N:6]2[CH:10]=[CH:9][N:8]=[CH:7]2)[CH:23]([OH:24])[CH:22]=[CH:20][CH2:19][CH2:18][CH:17]=[CH:15][CH3:14])[CH:11]=[CH:12][CH:13]=1. Procedure details: 26 ml (40 mmol) of 1.55 molar n-butyllithium-hexane solution were added dropwise to a solution of 7.70 g (40 mmol) of N-(3-chlorobenzyl)-imidazole in 100 ml of absolute THF at -70° C. in the course of 15 minutes. The mixture was stirred for 30 minutes at -70° C., after which a solution of 6.10 g (40 mmol) of citral (cis/trans mixture) in 50 ml of absolute THF was added dropwise at -70° C., stirring was continued for 45 minutes at about -70° C., the mixture was allowed to warm up to room temperat... Starting materials: C(C=C)C12C3C(C(C=C1)C2)C(=O)OC3=O (allylbicyclo[2.2.1]hept-5-ene-2,3-dicarboxylic anhydride), OC(CN)CO (2,3-dihydroxypropylamine). Yields the product OC(CN=C(O)C1C2(C=CC(C1C(=O)O)C2)CC=C)CO (Allylbicyclo[2.2.1]-hept-5-ene-2,3-dicarboxylic acid-N-(2',3'-dihydroxypropyl)imide). Reaction SMILES: [CH2:1]([C:4]12[CH2:10][CH:7]([CH:8]=[CH:9]1)[CH:6]1[C:11]([O:13][C:14](=[O:15])[CH:5]21)=[O:12])[CH:2]=[CH2:3].[OH:16][CH:17]([CH2:20][OH:21])[CH2:18][NH2:19]>>[OH:16][CH:17]([CH2:20][OH:21])[CH2:18][N:19]=[C:14]([CH:5]1[CH:6]([C:11]([OH:13])=[O:12])[CH:7]2[CH2:10][C:4]1([CH2:1][CH:2]=[CH2:3])[CH:9]=[CH:8]2)[OH:15]. Procedure: 102 g of allylbicyclo[2.2.1]hept-5-ene-2,3-dicarboxylic anhydride are heated with 45.55 g of 2,3-dihydroxypropylamine to 200° C., and the pressure is lowered to 47 Pa. The yield is 138 g (96.5% of theory) of a highly viscous product having η80 =605 mPa.s and n25D =1.5380. The reactants are NCC(CN1C(=NC=2C(=NC=3C=CC=CC3C21)N)CCOC)(C)C (1-(3-amino-2,2-dimethylpropyl)-2-(2-methoxyethyl)-1H-imidazo[4,5-c]quinolin-4-amine), C1(=CC=CC=C1)N=C=O (phenyl isocyanate). Product: NC1=NC=2C=CC=CC2C2=C1N=C(N2CC(CNC(=O)NC2=CC=CC=C2)(C)C)CCOC (N-{3-[4-amino-2-(2-methoxyethyl)-1H-imidazo[4,5-c]quinolin-1-yl]-2,2-dimethylpropyl}-N′-phenylurea). Reaction SMILES: [NH2:1][CH2:2][C:3]([CH3:24])([CH3:23])[CH2:4][N:5]1[C:17]2[C:16]3[CH:15]=[CH:14][CH:13]=[CH:12][C:11]=3[N:10]=[C:9]([NH2:18])[C:8]=2[N:7]=[C:6]1[CH2:19][CH2:20][O:21][CH3:22].[C:25]1([N:31]=[C:32]=[O:33])[CH:30]=[CH:29][CH:28]=[CH:27][CH:26]=1>>[NH2:18][C:9]1[C:8]2[N:7]=[C:6]([CH2:19][CH2:20][O:21][CH3:22])[N:5]([CH2:4][C:3]([CH3:24])([CH3:23])[CH2:2][NH:1][C:32]([NH:31][C:25]3[CH:30]=[CH:29][CH:28]=[CH:27][CH:26]=3)=[O:33])[C:17]=2[C:16]2[CH:15]=[CH:14][CH:13]=[CH:12][C:11]=2[N:10]=1. Reported procedure: Using the general method of Example 145, 1-(3-amino-2,2-dimethylpropyl)-2-(2-methoxyethyl)-1H-imidazo[4,5-c]quinolin-4-amine (1.0 g, 3.05 mmol) was reacted with phenyl isocyanate to provide 0.45 g of N-{3-[4-amino-2-(2-methoxyethyl)-1H-imidazo[4,5-c]quinolin-1-yl]-2,2-dimethylpropyl}-N′-phenylurea as a white powder, m.p. 125.0–130.0° C. Analysis: Calculated for C25H30N6O2.0.40 H2O: % C, 66.18; % H, 6.84; % N, 18.52; Found: % C, 66.05; % H, 6.61; % N, 18.64. % H2O calculated: 1.59; found: 1.53 (K...